The task is: describe an organic reaction: reactants, conditions, products, and yield. This data is from the Open Reaction Database (ORD), a public repository of structured organic reaction records. Starting materials: Cc1cccc(N=C=O)c1, CN(C)c1ccc(N(CC(=O)OC(C)(C)C)C(=O)CN)cc1, C1CCOC1. Yields the product Cc1cccc(NC(=O)NCC(=O)N(CC(=O)OC(C)(C)C)c2ccc(N(C)C)cc2)c1. RXN SMILES: [CH3:1][c:2]1[cH:3][c:4]([N:8]=[C:9]=[O:10])[cH:5][cH:6][cH:7]1.[NH2:11][CH2:12][C:13](=[O:14])[N:15]([c:16]1[cH:17][cH:18][c:19]([N:22]([CH3:23])[CH3:24])[cH:20][cH:21]1)[CH2:25][C:26](=[O:27])[O:28][C:29]([CH3:30])([CH3:31])[CH3:32].[O:33]1[CH2:34][CH2:35][CH2:36][CH2:37]1>>[CH3:1][c:2]1[cH:3][c:4]([NH:8][C:9](=[O:10])[NH:11][CH2:12][C:13](=[O:14])[N:15]([c:16]2[cH:17][cH:18][c:19]([N:22]([CH3:23])[CH3:24])[cH:20][cH:21]2)[CH2:25][C:26](=[O:27])[O:28][C:29]([CH3:30])([CH3:31])[CH3:32])[cH:5][cH:6][cH:7]1. Reactants: CC(=C)C(=O)OCCO (HEMA), CC(=C)C(=O)OCCO (HEMA), CC=1C(=CC(=CC1)N=C=O)N=C=O (Tolylene diisocyanate), CC=1C(=CC(=CC1)N=C=O)N=C=O.CC=1C(=CC=CC1N=C=O)N=C=O (2,4-tolylene diisocyanate 2,6-tolylene diisocyanate), C(CCC)NCCCC.Cl (di-n-butylamine hydrochloric acid). Run at temperature 60 celsius, time 1.5 hour. Yields the product [N-]=C=O (isocyanate), CC(=C)C(=O)OCCO (HEMA). Reaction SMILES: CC1C(N=C=O)=CC([N:8]=[C:9]=[O:10])=CC=1.CC1C(N=C=O)=CC(N=C=O)=CC=1.CC1C(N=C=O)=CC=CC=1N=C=O.[CH3:40][C:41]([C:43]([O:45][CH2:46][CH2:47][OH:48])=[O:44])=[CH2:42].C(NCCCC)CCC.Cl>>[N-:8]=[C:9]=[O:10].[CH3:42][C:41]([C:43]([O:45][CH2:46][CH2:47][OH:48])=[O:44])=[CH2:40] |f:1.2,4.5|. Procedure details: Tolylene diisocyanate (2,4-tolylene diisocyanate/2,6-tolylene diisocyanate=80/20, hereinafter referred to as "TDI", 174 g) and EGA (130 g) are mixed, and to the stirred mixture is added dropwise HEMA (130 g, wherein phenothiazine (0.13 g) is dissolved) under nitrogen gas at 20°-45° C. over a period of 1 hour. After finishing the dropping of HEMA, the mixture is heated to 60° C. in 30 minutes and is stirred at the same temperature for 1.5 hour. It is confirmed that the product contains NCO of 9.6... The reactants are Cl (hydrochloric acid), CNC(\C(=N/OC)\C1=C(C=CC=C1)COC1=C(C=CC(=C1)C)C)=O ((Z)-N-methyl-2-[2-(2,5-dimethylphenoxymethyl)phenyl]-2-methoxyiminoacetamide), C([O-])(O)=O.[Na+] (sodium bicarbonate). The solvent is C(Cl)Cl (methylene chloride). Reaction conditions: time 120 hour. The product is CNC(/C(=N/OC)/C1=C(C=CC=C1)COC1=C(C=CC(=C1)C)C)=O ((E)-N-methyl-2-[2-(2,5-dimethylphenoxymethyl)phenyl]-2-methoxyiminoacetamide). Yield: 99.6%. Reaction SMILES: [CH3:1][NH:2][C:3](=[O:24])/[C:4](/[C:8]1[CH:13]=[CH:12][CH:11]=[CH:10][C:9]=1[CH2:14][O:15][C:16]1[CH:21]=[C:20]([CH3:22])[CH:19]=[CH:18][C:17]=1[CH3:23])=[N:5]\[O:6][CH3:7].Cl.C(=O)(O)[O-].[Na+]>C(Cl)Cl>[CH3:1][NH:2][C:3](=[O:24])/[C:4](/[C:8]1[CH:13]=[CH:12][CH:11]=[CH:10][C:9]=1[CH2:14][O:15][C:16]1[CH:21]=[C:20]([CH3:22])[CH:19]=[CH:18][C:17]=1[CH3:23])=[N:5]/[O:6][CH3:7] |f:2.3|. Procedure: (Z)-N-methyl-2-[2-(2,5-dimethylphenoxymethyl)phenyl]-2-methoxyiminoacetamide (650 mg, 2 mmol) was dissolved in methylene chloride (4 ml). Conc. hydrochloric acid (0.16 ml) was added, and the mixture was stirred at room temperature for 120 hours. After completion of the reaction, a saturted aqueous solution of sodium bicarbonate (50 ml) was added for neutralization. The resulting mixture was extracted with methylene chloride (100 ml), washed with brine, dried over anhydrous magnesium sulfate and ... The reactants are [BH4-], O=Cc1cc(Br)c(CO)cc1F, CO, [Na+]. The product is OCc1cc(Br)c(CO)cc1F. RXN SMILES: [BH4-:13].[Br:1][c:2]1[c:3]([CH2:11][OH:12])[cH:4][c:5]([F:10])[c:6]([CH:7]=[O:8])[cH:9]1.[CH3:15][OH:16].[Na+:14]>>[Br:1][c:2]1[c:3]([CH2:11][OH:12])[cH:4][c:5]([F:10])[c:6]([CH2:7][OH:8])[cH:9]1. The reactants are BrB(Br)Br, CCCC(=O)c1cnc2ccc(OC)cc2c1Cl, ClCCl, [Na+], [OH-]. The product is CCCC(=O)c1cnc2ccc(O)cc2c1Cl. RXN SMILES: [B:19]([Br:20])([Br:21])[Br:22].[C:1]([CH2:2][CH2:3][CH3:4])(=[O:5])[c:6]1[cH:7][n:8][c:9]2[cH:10][cH:11][c:12]([O:17][CH3:18])[cH:13][c:14]2[c:15]1[Cl:16].[Cl:25][CH2:26][Cl:27].[Na+:24].[OH-:23]>>[C:1]([CH2:2][CH2:3][CH3:4])(=[O:5])[c:6]1[cH:7][n:8][c:9]2[cH:10][cH:11][c:12]([OH:17])[cH:13][c:14]2[c:15]1[Cl:16]. Reactants: NC1C(N(CCC1)C(=O)OC(C)(C)C)C1=CC=CC=C1 (3-Amino-1-tert-butoxycarbonyl-2-phenylpiperidine), CC(C(F)(F)F)(C)C=1C=CC(=C(C=O)C1)OC (5-(1,1-Dimethyl-2,2,2-trifluoroethyl)-2-methoxybenzaldehyde), C(C)(C)(C)OC(=O)N1[C@H]([C@H](CCC1)NCC1=C(C=CC(=C1)C(C)(F)F)OC(F)(F)F)C1=CC=CC=C1 ((2S,3S)-1-tert-Butoxycarbonyl-3-(5-(1,1-difluoroethyl)-2-(trifluoromethoxy)benzyl)amino-2-phenylpiperidine). Product: C(C)(C)(C)OC(=O)N1[C@H]([C@H](CCC1)NCC1=C(C=CC(=C1)C(C(F)(F)F)(C)C)OC)C1=CC=CC=C1 ((2S,3S)-1-tert-Butoxycarbonyl-3-[5-(1,1-Dimethyl-2,2,2-trifluoroethyl)-2-methoxybenzylamino]-2-phenylpiperidine). As a reaction SMILES: [NH2:1][CH:2]1[CH2:7][CH2:6][CH2:5][N:4]([C:8]([O:10][C:11]([CH3:14])([CH3:13])[CH3:12])=[O:9])[CH:3]1[C:15]1[CH:20]=[CH:19][CH:18]=[CH:17][CH:16]=1.[CH3:21][C:22]([C:28]1[CH:29]=[CH:30][C:31]([O:36][CH3:37])=[C:32]([CH:35]=1)[CH:33]=O)([CH3:27])[C:23]([F:26])([F:25])[F:24].C(OC(N1CCC[C@H](NCC2C=C(C(F)(F)C)C=CC=2OC(F)(F)F)[C@@H]1C1C=CC=CC=1)=O)(C)(C)C>>[C:11]([O:10][C:8]([N:4]1[CH2:5][CH2:6][CH2:7][C@H:2]([NH:1][CH2:33][C:32]2[CH:35]=[C:28]([C:22]([CH3:27])([CH3:21])[C:23]([F:26])([F:24])[F:25])[CH:29]=[CH:30][C:31]=2[O:36][CH3:37])[C@@H:3]1[C:15]1[CH:16]=[CH:17][CH:18]=[CH:19][CH:20]=1)=[O:9])([CH3:14])([CH3:13])[CH3:12]. Procedure details: This compound was prepared from Compound 12 and Compound 71 in the same manner of Compound 26. Reactants: C(C)(=O)OCC1=NC2=CC=CC(=C2C=C1)[N+](=O)[O-] (2-(acetoxymethyl)-5-nitroquinoline). Reagents/catalysts: [Ni] (Raney nickel). Run in CC(=O)C (acetone), CC(=O)C (acetone). Product: C(C)(=O)OCC1=NC2=CC=CC(=C2C=C1)N (2-(Acetoxymethyl)-5-aminoquinoline). Reaction SMILES: [C:1]([O:4][CH2:5][C:6]1[CH:15]=[CH:14][C:13]2[C:8](=[CH:9][CH:10]=[CH:11][C:12]=2[N+:16]([O-])=O)[N:7]=1)(=[O:3])[CH3:2]>CC(C)=O.[Ni]>[C:1]([O:4][CH2:5][C:6]1[CH:15]=[CH:14][C:13]2[C:8](=[CH:9][CH:10]=[CH:11][C:12]=2[NH2:16])[N:7]=1)(=[O:3])[CH3:2]. Reported procedure: Under hydrogen atmosphere, a solution that consists of 410 mg (1.67 mol) of 2-(acetoxymethyl)-5-nitroquinoline in 61 ml of acetone can be stirred in the presence of 410 mg of Raney nickel for 2 hours at room temperature. It is suctioned off on Celite and rewashed with acetone. After removal of the solvent and subsequent chromatography on silica gel with hexane-ethyl acetate (10-100%), 230 mg (64% of theory) of the product is obtained.